From a dataset of the Open Reaction Database (ORD), a public repository of structured organic reaction records. describe an organic reaction: reactants, conditions, products, and yield Reactants: CCO, Cc1ccccc1, OB(O)c1ccccc1F, CCOC(=O)C1=C(OS(=O)(=O)C(F)(F)F)CCCC1, [Na+], [Na+], O=C([O-])[O-], c1ccc(P(c2ccccc2)(c2ccccc2)[Pd](P(c2ccccc2)(c2ccccc2)c2ccccc2)(P(c2ccccc2)(c2ccccc2)c2ccccc2)P(c2ccccc2)(c2ccccc2)c2ccccc2)cc1. Yields the product CCOC(=O)C1=C(c2ccccc2F)CCCC1. Reaction SMILES: [CH3:1][CH2:2][OH:3].[CH3:39][c:40]1[cH:41][cH:42][cH:43][cH:44][cH:45]1.[F:23][c:24]1[c:25]([B:30]([OH:31])[OH:32])[cH:26][cH:27][cH:28][cH:29]1.[F:4][C:5]([F:6])([F:7])[S:8]([O:9][C:10]1=[C:11]([C:16](=[O:17])[O:18][CH2:19][CH3:20])[CH2:12][CH2:13][CH2:14][CH2:15]1)(=[O:21])=[O:22].[Na+:33].[Na+:34].[O-:35][C:36](=[O:37])[O-:38].[cH:46]1[cH:47][cH:48][c:49]([P:50]([Pd:51]([P:52]([c:53]2[cH:54][cH:55][cH:56][cH:57][cH:58]2)([c:59]2[cH:60][cH:61][cH:62][cH:63][cH:64]2)[c:65]2[cH:66][cH:67][cH:68][cH:69][cH:70]2)([P:71]([c:72]2[cH:73][cH:74][cH:75][cH:76][cH:77]2)([c:78]2[cH:79][cH:80][cH:81][cH:82][cH:83]2)[c:84]2[cH:85][cH:86][cH:87][cH:88][cH:89]2)[P:90]([c:91]2[cH:92][cH:93][cH:94][cH:95][cH:96]2)([c:97]2[cH:98][cH:99][cH:100][cH:101][cH:102]2)[c:103]2[cH:104][cH:105][cH:106][cH:107][cH:108]2)([c:109]2[cH:110][cH:111][cH:112][cH:113][cH:114]2)[c:115]2[cH:116][cH:117][cH:118][cH:119][cH:120]2)[cH:121][cH:122]1>>[C:10]1([c:25]2[c:24]([F:23])[cH:29][cH:28][cH:27][cH:26]2)=[C:11]([C:16](=[O:17])[O:18][CH2:19][CH3:20])[CH2:12][CH2:13][CH2:14][CH2:15]1. The reactants are C(C1=CC=CC=C1)OC1=C(C=CC=C1)CCC(=O)[O-] (3-(2-benzyloxyphenyl)propionate), C(C)(C)[N-]C(C)C.[Li+] (lithium diisopropylamide), C1(CCCCC1)C=O (Cyclohexanecarbaldehyde). Solvent: O1CCCC1 (tetrahydrofuran), O1CCCC1 (tetrahydrofuran). Reaction conditions: time 30 minute. Product: C(C1=CC=CC=C1)OC1=C(C=CC=C1)CC(C(=O)OC)C(O)C1CCCCC1 (methyl (2RS,3RS)-2-(2-benzyloxyphenylmethyl)-3-cyclohexyl-3-hydroxypropionate). As a reaction SMILES: [CH:1]([N-]C(C)C)(C)C.[Li+].[CH2:9]([O:16][C:17]1[CH:22]=[CH:21][CH:20]=[CH:19][C:18]=1[CH2:23][CH2:24][C:25]([O-:27])=[O:26])[C:10]1[CH:15]=[CH:14][CH:13]=[CH:12][CH:11]=1.[CH:28]1([CH:34]=[O:35])[CH2:33][CH2:32][CH2:31][CH2:30][CH2:29]1>O1CCCC1>[CH2:9]([O:16][C:17]1[CH:22]=[CH:21][CH:20]=[CH:19][C:18]=1[CH2:23][CH:24]([CH:34]([CH:28]1[CH2:33][CH2:32][CH2:31][CH2:30][CH2:29]1)[OH:35])[C:25]([O:27][CH3:1])=[O:26])[C:10]1[CH:11]=[CH:12][CH:13]=[CH:14][CH:15]=1 |f:0.1|. Procedure details: To a cooled (−78° C.) solution of lithium diisopropylamide (1.55M in n-hexane) in tetrahydrofuran (2 ml) was added a solution of 3-(2-benzyloxyphenyl)propionate (140 mg) in tetrahydrofuran (1.4 ml) and the mixture was stirred for 30 minutes. Cyclohexanecarbaldehyde (80 mg) was added. After being stirred for 30 minutes at the same temperature, the mixture was quenched by 1N hydrochloric acid. The organic layer was separated and the aqueous layer was extracted with diethyl ether. The combined orga...